The task is: describe an organic reaction: reactants, conditions, products, and yield. This data is from the Open Reaction Database (ORD), a public repository of structured organic reaction records. Starting materials: C1COC2=NC=C3C(=C21)C(CC3)=CC#N (1,2,6,7-tetrahydro-8H-cyclopenta[d]furo[2,3-b]pyridin-8-ylideneacetonitrile), N.C(C)O (ammonia ethanol). The reagents and catalysts are [Co] (cobalt). Solvent: C(C)O (ethanol). Run at time 30 hour. Yields the product C1COC2=NC=C3C(=C21)C(CC3)CCN (2-(1,6,7,8-tetrahydro-2H-cyclopenta[d]furo[2,3-b]pyridin-8-yl)ethanamine). RXN SMILES: [CH2:1]1[C:9]2[C:4](=[N:5][CH:6]=[C:7]3[CH2:12][CH2:11][C:10](=[CH:13][C:14]#[N:15])[C:8]3=2)[O:3][CH2:2]1.N.C(O)C>C(O)C.[Co]>[CH2:1]1[C:9]2[C:4](=[N:5][CH:6]=[C:7]3[CH2:12][CH2:11][CH:10]([CH2:13][CH2:14][NH2:15])[C:8]3=2)[O:3][CH2:2]1 |f:1.2|. Reported procedure: To a solution of 1,2,6,7-tetrahydro-8H-cyclopenta[d]furo[2,3-b]pyridin-8-ylideneacetonitrile (500 mg, 2.52 mmol) in ethanol (16 mL) were added Raney cobalt (1 g) and 2M ammonia/ethanol solution (8 mL), and the mixture was stirred at room temperature for 30 hr under a hydrogen atmosphere. The catalyst was filtered through celite, and the filtrate was concentrated under reduced pressure. The residue was dissolved in methanol (20 mL), palladium-carbon powder (100 mg) was added, and the mixture was ... Procedure details: A mixture of K2CO3 (68 g, 0.5 mol), 2-bromo-4-chlorophenol (50 g, 0.24 mol) and MeI (42.6 g, 0.3 mol) in acetone (1000 mL) was heated to reflux for 5 h and then cooled to room temperature. The solid was filtered off and washed with dichloromethane (100 mL×3). The combined filtrate was concentrated to dryness. The residue was diluted with diethyl ether (500 mL) and washed with 1N HCl (100 mL×2), H2O (100 mL×2) and brine (200 mL). The separated organic layer was dried over Na2SO4 and concentrated ... Run in CC(=O)C (acetone). The reactants are C(=O)([O-])[O-].[K+].[K+] (K2CO3), BrC1=C(C=CC(=C1)Cl)O (2-bromo-4-chlorophenol), CI (MeI). Reaction SMILES: [C:1]([O-:4])([O-])=O.[K+].[K+].[Br:7][C:8]1[CH:13]=[C:12]([Cl:14])[CH:11]=[CH:10][C:9]=1O.CI>CC(C)=O>[Br:7][C:8]1[CH:13]=[C:12]([Cl:14])[CH:11]=[CH:10][C:9]=1[O:4][CH3:1] |f:0.1.2|. Yields the product BrC1=C(C=CC(=C1)Cl)OC (2-bromo-4-chloroanisole). Reactants: COc1ccc(CN2C(=O)C(NC(=O)Cc3ccccc3)C2CNC(C)=O)c(OC)c1, CC#N, [K+], [K+], [K+], [K+], O, O=P([O-])([O-])O, O=S(=O)([O-])OOS(=O)(=O)[O-]. Product: CC(=O)NCC1NC(=O)C1NC(=O)Cc1ccccc1. As a reaction SMILES: [C:1]([CH3:2])(=[O:3])[NH:4][CH2:5][CH:6]1[CH:7]([NH:22][C:23]([CH2:24][c:25]2[cH:26][cH:27][cH:28][cH:29][cH:30]2)=[O:31])[C:8](=[O:21])[N:9]1[CH2:10][c:11]1[cH:12][cH:13][c:14]([O:15][CH3:16])[cH:17][c:18]1[O:19][CH3:20].[CH3:52][C:53]#[N:54].[K+:42].[K+:43].[K+:49].[K+:50].[OH2:51].[P:44]([OH:45])([O-:46])([O-:47])=[O:48].[S:32]([O:33][O:34][S:35]([O-:36])(=[O:37])=[O:38])([O-:39])(=[O:40])=[O:41]>>[C:1]([CH3:2])(=[O:3])[NH:4][CH2:5][CH:6]1[CH:7]([NH:22][C:23]([CH2:24][c:25]2[cH:26][cH:27][cH:28][cH:29][cH:30]2)=[O:31])[C:8](=[O:21])[NH:9]1. Starting materials: Intermediate 101, C(=O)C1=CC=C(C=C1)C1=CC=2C(=NC=CC2C=2C(=NN(C2)C)C2=CC=C(C=C2)NC(N(C)C)=O)N1 (N′-(4-{4-[2-(4-formylphenyl)-1H-pyrrolo[2,3-b]pyridin-4-yl]-1-methyl-1H-pyrazol-3-yl}phenyl)-N,N-dimethylurea), N1CCCC1 (pyrrolidine). The product is CN(C(=O)NC1=CC=C(C=C1)C1=NN(C=C1C1=C2C(=NC=C1)NC(=C2)C2=CC=C(C=C2)CN2CCCC2)C)C (N,N-dimethyl-N′-[4-(1-methyl-4-{2-[4-(1-pyrrolidinylmethyl)phenyl]-1H-pyrrolo[2,3-b]pyridin-4-yl}-1H-pyrazol-3-yl)phenyl]urea). RXN SMILES: [CH:1]([C:3]1[CH:8]=[CH:7][C:6]([C:9]2[NH:35][C:12]3=[N:13][CH:14]=[CH:15][C:16]([C:17]4[C:18]([C:23]5[CH:28]=[CH:27][C:26]([NH:29][C:30](=[O:34])[N:31]([CH3:33])[CH3:32])=[CH:25][CH:24]=5)=[N:19][N:20]([CH3:22])[CH:21]=4)=[C:11]3[CH:10]=2)=[CH:5][CH:4]=1)=O.[NH:36]1[CH2:40][CH2:39][CH2:38][CH2:37]1>>[CH3:32][N:31]([CH3:33])[C:30]([NH:29][C:26]1[CH:27]=[CH:28][C:23]([C:18]2[C:17]([C:16]3[CH:15]=[CH:14][N:13]=[C:12]4[NH:35][C:9]([C:6]5[CH:5]=[CH:4][C:3]([CH2:1][N:36]6[CH2:40][CH2:39][CH2:38][CH2:37]6)=[CH:8][CH:7]=5)=[CH:10][C:11]=34)=[CH:21][N:20]([CH3:22])[N:19]=2)=[CH:24][CH:25]=1)=[O:34]. Procedure: Following the procedure described for Intermediate 101 using N′-(4-{4-[2-(4-formylphenyl)-1H-pyrrolo[2,3-b]pyridin-4-yl]-1-methyl-1H-pyrazol-3-yl}phenyl)-N,N-dimethylurea and pyrrolidine provided the title compound. ESMS [M+H]+: 520.4. Reactants: C(C)(=O)SCC(C(=O)O)CCCNC(=O)OCC1=CC=C(C=C1)OC (2-acetylthiomethyl-5-(p-methoxybenzyloxycarbonylamino)pentanoic acid), C(C)(=O)NC(CSC(C)=O)C(=O)O (N,S-diacetyl-D,L-cysteine). The product is C(C)(C)(C)OC([C@H]1N(CCC1)C(C(CCCNC(=O)OCC1=CC=C(C=C1)OC)CSC(C)=O)=O)=O (N-[2-acetylthiomethyl-5-(p-methoxybenzyloxycarbonylamino)pentanoyl]-L-proline tert-butyl ester). Reaction SMILES: [C:1]([S:4][CH2:5][CH:6]([CH2:10][CH2:11][CH2:12][NH:13][C:14]([O:16][CH2:17][C:18]1[CH:23]=[CH:22][C:21]([O:24][CH3:25])=[CH:20][CH:19]=1)=[O:15])[C:7]([OH:9])=O)(=[O:3])[CH3:2].[C:26]([NH:29][CH:30]([C:36]([OH:38])=[O:37])[CH2:31]SC(=O)C)(=O)[CH3:27]>>[C:6]([O:38][C:36](=[O:37])[C@@H:30]1[CH2:31][CH2:27][CH2:26][N:29]1[C:7](=[O:9])[CH:6]([CH2:5][S:4][C:1](=[O:3])[CH3:2])[CH2:10][CH2:11][CH2:12][NH:13][C:14]([O:16][CH2:17][C:18]1[CH:23]=[CH:22][C:21]([O:24][CH3:25])=[CH:20][CH:19]=1)=[O:15])([CH3:10])([CH3:7])[CH3:5]. Procedure: By substituting 2-acetylthiomethyl-5-(p-methoxybenzyloxycarbonylamino)pentanoic acid for the N,S-diacetyl-D,L-cysteine in the procedure of Example 53, N-[2-acetylthiomethyl-5-(p-methoxybenzyloxycarbonylamino)pentanoyl]-L-proline tert-butyl ester is obtained. The reactants are [Na] (sodium), C(CC)O (n-propanol), ClC1=NC=CC(=C1)I (2-chloro-4-iodo-pyridine). Run in O (water). Run at time 45 minute. The product is IC1=CC(=NC=C1)OCCC (4-Iodo-2-propoxy-pyridine). RXN SMILES: [Na].[CH2:2]([OH:5])[CH2:3][CH3:4].Cl[C:7]1[CH:12]=[C:11]([I:13])[CH:10]=[CH:9][N:8]=1>O>[I:13][C:11]1[CH:10]=[CH:9][N:8]=[C:7]([O:5][CH2:2][CH2:3][CH3:4])[CH:12]=1 |^1:0|. Procedure details: 0.58 g (25 mmol) sodium are carefully added to 40 mL n-propanol in several portions. The mixture is stirred for 45 min. After that time, 6.0 g (25 mmol) 2-chloro-4-iodo-pyridine are slowly added to the mixture. The mixture is stirred at reflux for 3 h. Subsequently, water is added and the solvent is removed in vacuo. The residue is taken up in 20 mL DMF/MeOH, filtrated and the filtrate is purified by RP-HPLC (MeOH/H2O/NH3).